From a dataset of the Open Reaction Database (ORD), a public repository of structured organic reaction records. describe an organic reaction: reactants, conditions, products, and yield Starting materials: COc1ccc(Br)c(N)n1, O=C([O-])[O-], ClCCl, [Na+], [Na+], C1COCCO1, OB(O)c1ccccc1. Yields the product COc1ccc(-c2ccccc2)c(N)n1. RXN SMILES: [Br:1][c:2]1[c:3]([NH2:10])[n:4][c:5]([O:8][CH3:9])[cH:6][cH:7]1.[C:20](=[O:21])([O-:22])[O-:23].[Cl:26][CH2:27][Cl:28].[Na+:24].[Na+:25].[O:29]1[CH2:30][CH2:31][O:32][CH2:33][CH2:34]1.[OH:11][B:12]([OH:13])[c:14]1[cH:15][cH:16][cH:17][cH:18][cH:19]1>>[c:2]1(-[c:14]2[cH:15][cH:16][cH:17][cH:18][cH:19]2)[c:3]([NH2:10])[n:4][c:5]([O:8][CH3:9])[cH:6][cH:7]1.